Task: describe an organic reaction: reactants, conditions, products, and yield. Dataset: the Open Reaction Database (ORD), a public repository of structured organic reaction records The reactants are resultant solution, S1C(=CC=C1)CO (2-thiophenemethanol), [H-].[Na+] (sodium hydride), ClC1=NC(=CC=C1)Cl (2,6-dichloropyridine). Run in O1CCCC1 (tetrahydrofuran). Product: ClC1=NC(=CC=C1)OCC=1SC=CC1 (2-chloro-6-(2-thienylmethyloxy)pyridine). RXN SMILES: [S:1]1[CH:5]=[CH:4][CH:3]=[C:2]1[CH2:6][OH:7].[H-].[Na+].[Cl:10][C:11]1[CH:16]=[CH:15][CH:14]=[C:13](Cl)[N:12]=1>O1CCCC1>[Cl:10][C:11]1[CH:16]=[CH:15][CH:14]=[C:13]([O:7][CH2:6][C:2]2[S:1][CH:5]=[CH:4][CH:3]=2)[N:12]=1 |f:1.2|. Reported procedure: To a solution containing 2-thiophenemethanol (1.5 g, 0.0135×1.0 mol) and sodium hydride (0.58 g, (ca.60% in mineral oil), 0.0135×1.1 mol) in tetrahydrofuran, 2,6-dichloropyridine (2.0 g, 0.0135 mol) was added and the resultant solution was refluxed for about 2 hours. The reaction solution was partitioned between ethyl acetate and aqueous saturated sodium hydrogen carbonate. The obtained organic layer was washed with aqueous saturated sodium chloride, dried over anhydrous sodium sulfate and there...